From a dataset of the Open Reaction Database (ORD), a public repository of structured organic reaction records. describe an organic reaction: reactants, conditions, products, and yield Reactants: COC(=O)c1cccc(NC(=O)c2cccc(C(F)(F)F)c2)c1, NN, C1CCOC1, O. Product: NNC(=O)c1cccc(NC(=O)c2cccc(C(F)(F)F)c2)c1. Reaction SMILES: [F:1][C:2]([c:3]1[cH:4][c:5]([C:6](=[O:7])[NH:8][c:9]2[cH:10][c:11]([C:12](=[O:13])[O:14][CH3:15])[cH:16][cH:17][cH:18]2)[cH:19][cH:20][cH:21]1)([F:22])[F:23].[NH2:25][NH2:26].[O:27]1[CH2:28][CH2:29][CH2:30][CH2:31]1.[OH2:24]>>[F:1][C:2]([c:3]1[cH:4][c:5]([C:6](=[O:7])[NH:8][c:9]2[cH:10][c:11]([C:12](=[O:13])[NH:25][NH2:26])[cH:16][cH:17][cH:18]2)[cH:19][cH:20][cH:21]1)([F:22])[F:23].